This data is from the Open Reaction Database (ORD), a public repository of structured organic reaction records. The task is: describe an organic reaction: reactants, conditions, products, and yield The product is CC(C)(C)[Si](C)(C)OCCCCCCc1ccc(-c2cccs2)s1. Reaction SMILES: [Br:16][CH2:17][CH2:18][CH2:19][CH2:20][CH2:21][CH2:22][O:23][Si:24]([CH3:25])([CH3:26])[C:27]([CH3:28])([CH3:29])[CH3:30].[CH2:11]([Li:12])[CH2:13][CH2:14][CH3:15].[CH2:31]1[O:32][CH2:33][CH2:34][CH2:35]1.[s:1]1[c:2](-[c:6]2[s:7][cH:8][cH:9][cH:10]2)[cH:3][cH:4][cH:5]1>>[s:1]1[c:2](-[c:6]2[s:7][cH:8][cH:9][cH:10]2)[cH:3][cH:4][c:5]1[CH2:17][CH2:18][CH2:19][CH2:20][CH2:21][CH2:22][O:23][Si:24]([CH3:25])([CH3:26])[C:27]([CH3:28])([CH3:29])[CH3:30]. The reactants are CC(C)(C)[Si](C)(C)OCCCCCCBr, [Li]CCCC, C1CCOC1, c1csc(-c2cccs2)c1. Starting materials: ClC1=NC=CC(=N1)OCC (2-Chloro-4-ethoxypyrimidine), CC(=O)O (AcOH), [H-].[Na+] (NaH), oil, COC(CO)OC (glycolaldehyde dimethyl acetal). Solvent: CN(C)C=O (DMF), CN(C)C=O (DMF). Run at time 1 hour. Product: COC(COC1=NC=CC(=N1)OCC)OC (2-(2,2-Dimethoxyethoxy)-4-ethoxypyrimidine). Yield: 68.4%. RXN SMILES: [H-].[Na+].[CH3:3][O:4][CH:5]([O:8][CH3:9])[CH2:6][OH:7].Cl[C:11]1[N:16]=[C:15]([O:17][CH2:18][CH3:19])[CH:14]=[CH:13][N:12]=1.CC(O)=O>CN(C=O)C>[CH3:3][O:4][CH:5]([O:8][CH3:9])[CH2:6][O:7][C:11]1[N:16]=[C:15]([O:17][CH2:18][CH3:19])[CH:14]=[CH:13][N:12]=1 |f:0.1|. Procedure: To a suspension of 60% NaH/mineral oil (2.55 g, 63.96 mmol) in anhydrous DMF (70 mL) at 0° C. under nitrogen atmosphere was slowly added glycolaldehyde dimethyl acetal (Aldrich, 5.65 g, 53.3 mmol). The mixture was stirred at ambient temperature for 1 hour and then transferred to a solution of the product from step (a) (8.05 g, 50.76 mmol) in anhydrous DMF (70 mL) at -55° C. over 15 minutes. The mixture was allowed to warm to -20° C. over 2 hours and then neutralized with AcOH. Solvent was evapor... Starting materials: COc1c(S(=O)(=O)NCc2ccc(Cl)cc2)cc(Cl)c2cccnc12, ClCCl. Yields the product O=S(=O)(NCc1ccc(Cl)cc1)c1cc(Cl)c2cccnc2c1O. As a reaction SMILES: [Cl:1][c:2]1[c:3]2[cH:4][cH:5][cH:6][n:7][c:8]2[c:9]([O:24][CH3:25])[c:10]([S:12](=[O:13])(=[O:14])[NH:15][CH2:16][c:17]2[cH:18][cH:19][c:20]([Cl:23])[cH:21][cH:22]2)[cH:11]1.[Cl:26][CH2:27][Cl:28]>>[Cl:1][c:2]1[c:3]2[cH:4][cH:5][cH:6][n:7][c:8]2[c:9]([OH:24])[c:10]([S:12](=[O:13])(=[O:14])[NH:15][CH2:16][c:17]2[cH:18][cH:19][c:20]([Cl:23])[cH:21][cH:22]2)[cH:11]1. Starting materials: CC(CCO)CC\C=C(\CC\C=C(\CCC=C(C)C)/C)/C ((E, E)-3,7,11,15-Tetramethyl-6,10,14-hexadecatrien-1-ol), C(C)(=O)OC(C)=O (acetic anhydride). Solvent: N1=CC=CC=C1 (pyridine). The product is C(C)(=O)OCCC(CC\C=C(\CC\C=C(\CCC=C(C)C)/C)/C)C ((E, E)-3,7,11,15-Tetramethyl-6,10,14-hexadecatrienyl acetate). As a reaction SMILES: [CH3:1][CH:2]([CH2:6][CH2:7]/[CH:8]=[C:9](\[CH3:21])/[CH2:10][CH2:11]/[CH:12]=[C:13](\[CH3:20])/[CH2:14][CH2:15][CH:16]=[C:17]([CH3:19])[CH3:18])[CH2:3][CH2:4][OH:5].[C:22](OC(=O)C)(=[O:24])[CH3:23]>N1C=CC=CC=1>[C:22]([O:5][CH2:4][CH2:3][CH:2]([CH3:1])[CH2:6][CH2:7]/[CH:8]=[C:9](\[CH3:21])/[CH2:10][CH2:11]/[CH:12]=[C:13](\[CH3:20])/[CH2:14][CH2:15][CH:16]=[C:17]([CH3:19])[CH3:18])(=[O:24])[CH3:23]. Procedure: In 10 ml. of pyridine was dissolved 2.9 g. of the product obtained in Example 17, and to the solution was added 1.1 g. of acetic anhydride under stirring. The resulting mixture was then refluxed for 1 hour. The reaction mixture was then poured into 50 ml. of water, and was then extracted with n-hexane. The extract was washed with water and dried. The solvent was removed by evaporation. The residual oily product was purified by silica gel column chromatography to obtain 3.1 g. of the desired oily... Starting materials: [Al+3], Cc1ccc(CCC(N)=O)cc1C, [H-], [H-], [H-], [H-], [Li+], [Na+], C1CCOC1, [OH-], O, O=S(Cl)Cl. Product: Cc1ccc(CCCN)cc1C. Reaction SMILES: [Al+3:19].[CH3:5][c:6]1[cH:7][c:8]([CH2:13][CH2:14][C:15](=[O:16])[NH2:17])[cH:9][cH:10][c:11]1[CH3:12].[H-:18].[H-:21].[H-:22].[H-:23].[Li+:20].[Na+:25].[O:26]1[CH2:27][CH2:28][CH2:29][CH2:30]1.[OH-:24].[OH2:31].[S:1]([Cl:2])([Cl:3])=[O:4]>>[CH3:5][c:6]1[cH:7][c:8]([CH2:13][CH2:14][CH2:15][NH2:17])[cH:9][cH:10][c:11]1[CH3:12]. Starting materials: C(C)(=O)O (acetic acid), [O-]CC.[Na+] (sodium ethoxide), ClC1=C(C=C(C=C1Cl)Cl)CC#N (2,3,5-trichlorophenylacetonitrile), COCC(=O)OCC (ethyl methoxyacetate). Run in ice water, C(C)O (ethanol), COCCOC (DME). Yields the product ClC1=C(C=C(C=C1Cl)Cl)C(C#N)C(COC)=O (2-(2,3,5-trichlorophenyl)-4-methoxy-3-oxo-butyronitrile). Reaction SMILES: [O-]CC.[Na+].[Cl:5][C:6]1[C:11]([Cl:12])=[CH:10][C:9]([Cl:13])=[CH:8][C:7]=1[CH2:14][C:15]#[N:16].[CH3:17][O:18][CH2:19][C:20](OCC)=[O:21].C(O)(=O)C>C(O)C.COCCOC>[Cl:5][C:6]1[C:11]([Cl:12])=[CH:10][C:9]([Cl:13])=[CH:8][C:7]=1[CH:14]([C:20](=[O:21])[CH2:19][O:18][CH3:17])[C:15]#[N:16] |f:0.1|. Procedure details: To a stirred refluxing solution of sodium ethoxide (from 1.38 g sodium) in ethanol (25 ml) was added over 5 minutes a mixture of 2,3,5-trichlorophenylacetonitrile (11 g) and ethyl methoxyacetate (8.85 g) in dry DME (25 ml). After 4 hours the mixture was cooled on ice and acidified by dropwise addition of acetic acid (ca. 6 ml), diluted with ice-water (150 ml) and extracted with dichloromethane (2×100 ml). The dichloromethane extract was washed with water, dried over MgSO4 and concentrated giving... The reactants are ClS(=O)(=O)C=1C=C(C(=O)O)C=CC1C (3-chlorosulfonyl-4-methylbenzoic acid), CC1=CC=C(C(=O)O)C=C1 (4-Methylbenzoic acid), ClC1=C(C(=O)O)C=C(C(=C1)Cl)S(=O)(=O)Cl (2,4-dichloro-5-chlorosulfonylbenzoic acid). Run in ClS(=O)(=O)O (chlorosulfonic acid). The product is CS(=O)(=O)C=1C=C(C(=O)O)C=CC1C (3-methylsulfonyl-4-methylbenzoic acid). Reaction SMILES: [CH3:1][C:2]1[CH:10]=[CH:9][C:5]([C:6]([OH:8])=[O:7])=[CH:4][CH:3]=1.Cl[S:12]([C:15]1C=C(C=CC=1C)C(O)=O)(=[O:14])=[O:13].ClC1C=C(Cl)C(S(Cl)(=O)=O)=CC=1C(O)=O>ClS(O)(=O)=O>[CH3:15][S:12]([C:3]1[CH:4]=[C:5]([CH:9]=[CH:10][C:2]=1[CH3:1])[C:6]([OH:8])=[O:7])(=[O:14])=[O:13]. Procedure details: 4-Methylbenzoic acid (0.2 mole) is added to chlorosulfonic acid (50 ml.) and heated at reflux for about one hour, cooled and poured onto ice. The product, 3-chlorosulfonyl-4-methylbenzoic acid that separates is then employed in place of the 2,4-dichloro-5-chlorosulfonylbenzoic acid in the process described in Example 1, Step A, and then following the methods described in Steps A and B of Example 1 there is obtained 3-methylsulfonyl-4-methylbenzoic acid. This compound then is substituted for the ...